Dataset: the Open Reaction Database (ORD), a public repository of structured organic reaction records. Task: describe an organic reaction: reactants, conditions, products, and yield Starting materials: ClC1=C(C=C(C=C1)Cl)Cl (1,2,4-trichlorobenzene), [SH-].[Na+] (sodium hydrosulfide). Reagents/catalysts: C(C)(=O)[O-].[Cu+2].C(C)(=O)[O-] (copper acetate). Run in N (ammonia). Product: ClC1=C(C=C(C=C1)Cl)S (2,5-dichlorothiophenol). Reaction SMILES: [Cl:1][C:2]1[CH:7]=[CH:6][C:5]([Cl:8])=[CH:4][C:3]=1Cl.[SH-:10].[Na+]>C([O-])(=O)C.[Cu+2].C([O-])(=O)C.N>[Cl:1][C:2]1[CH:7]=[CH:6][C:5]([Cl:8])=[CH:4][C:3]=1[SH:10] |f:1.2,3.4.5|. Procedure: the method in which 1,2,4-trichlorobenzene and sodium hydrosulfide are reacted in the presence of copper acetate catalyst in liquid ammonia solvent under increased pressure to yield 2,5-dichlorothiophenol, followed by reaction with monochloroacetic acid to yield 2,5-dichlorophenylthioglycolic acid [Kogyo Kagaku, 70, 1384 (1967)]. The reactants are CC(C)(C)[O-], CI, [K+], CN(C)C=O, C(=Nc1ncc[nH]1)c1ccccc1. Reaction SMILES: [CH3:14][C:15]([CH3:16])([O-:17])[CH3:18].[CH3:20][I:21].[K+:19].[O:22]=[CH:23][N:24]([CH3:25])[CH3:26].[nH:1]1[c:2]([N:6]=[CH:7][c:8]2[cH:9][cH:10][cH:11][cH:12][cH:13]2)[n:3][cH:4][cH:5]1>>[n:1]1([CH3:14])[c:2]([N:6]=[CH:7][c:8]2[cH:9][cH:10][cH:11][cH:12][cH:13]2)[n:3][cH:4][cH:5]1. The product is Cn1ccnc1N=Cc1ccccc1.